From a dataset of the Open Reaction Database (ORD), a public repository of structured organic reaction records. describe an organic reaction: reactants, conditions, products, and yield Reactants: N#CN=C([S-])[S-], CO, ClCc1ccc(Cl)cc1, [K+], [K+], O. The product is N#CN=C([S-])SCc1ccc(Cl)cc1, [K+]. Reaction SMILES: [C:1](#[N:2])[N:3]=[C:4]([S-:5])[S-:6].[CH3:18][OH:19].[Cl:9][c:10]1[cH:11][cH:12][c:13]([CH2:14][Cl:15])[cH:16][cH:17]1.[K+:7].[K+:8].[OH2:20]>>[C:1](#[N:2])[N:3]=[C:4]([S:5][CH2:14][c:13]1[cH:12][cH:11][c:10]([Cl:9])[cH:17][cH:16]1)[S-:6].[K+:7]. Reactants: CN1CCNCC1, COCCO, CNn1cc(C(=O)O)c(=O)c2cc(F)c(Cl)cc21. Yields the product CNn1cc(C(=O)O)c(=O)c2cc(F)c(N3CCN(C)CC3)cc21. Reaction SMILES: [CH3:19][N:20]1[CH2:21][CH2:22][NH:23][CH2:24][CH2:25]1.[CH3:26][O:27][CH2:28][CH2:29][OH:30].[Cl:1][c:2]1[c:3]([F:18])[cH:4][c:5]2[c:6](=[O:17])[c:7]([C:14](=[O:15])[OH:16])[cH:8][n:9]([NH:12][CH3:13])[c:10]2[cH:11]1>>[c:2]1([N:23]2[CH2:22][CH2:21][N:20]([CH3:19])[CH2:25][CH2:24]2)[c:3]([F:18])[cH:4][c:5]2[c:6](=[O:17])[c:7]([C:14](=[O:15])[OH:16])[cH:8][n:9]([NH:12][CH3:13])[c:10]2[cH:11]1. Starting materials: FC(C1=CC=C2C(=CC=NC2=C1)NC1=CC=C(C(=O)N2CCNCC2)C=C1)(F)F (4-[4-[[7-(trifluoromethyl)-4-quinolinyl]amino]benzoyl]piperazine), ClC=1C=C(C=CC1)N=C=O (m-chlorophenyl isocyanate). Run in C(Cl)Cl (methylene chloride), C(Cl)Cl (methylene chloride). Run at time 1 hour. The product is ClC=1C=C(C=CC1)NC(=O)N1CCN(CC1)C(C1=CC=C(C=C1)NC1=CC=NC2=CC(=CC=C12)C(F)(F)F)=O (1-[[(3-chlorophenyl)amino]carbonyl]-4-[4-[[7-(trifluoromethyl)-4-quinolinyl]amino]benzoyl]piperazine). Yield: 90.0%. Reaction SMILES: [F:1][C:2]([F:29])([F:28])[C:3]1[CH:12]=[C:11]2[C:6]([C:7]([NH:13][C:14]3[CH:27]=[CH:26][C:17]([C:18]([N:20]4[CH2:25][CH2:24][NH:23][CH2:22][CH2:21]4)=[O:19])=[CH:16][CH:15]=3)=[CH:8][CH:9]=[N:10]2)=[CH:5][CH:4]=1.[Cl:30][C:31]1[CH:32]=[C:33]([N:37]=[C:38]=[O:39])[CH:34]=[CH:35][CH:36]=1>C(Cl)Cl>[Cl:30][C:31]1[CH:32]=[C:33]([NH:37][C:38]([N:23]2[CH2:24][CH2:25][N:20]([C:18](=[O:19])[C:17]3[CH:26]=[CH:27][C:14]([NH:13][C:7]4[C:6]5[C:11](=[CH:12][C:3]([C:2]([F:1])([F:28])[F:29])=[CH:4][CH:5]=5)[N:10]=[CH:9][CH:8]=4)=[CH:15][CH:16]=3)[CH2:21][CH2:22]2)=[O:39])[CH:34]=[CH:35][CH:36]=1. Procedure details: To a suspension of 4-[4-[[7-(trifluoromethyl)-4-quinolinyl]amino]benzoyl]piperazine (2.0 g, 0.005 mol) in 15 ml of methylene chloride is added a solution of m-chlorophenyl isocyanate in 10 ml of methylene chloride at 0° C. under nitrogen. The resulting suspension is stirred for 1 hour at room temperature. The above mixture is then filtered and the white solid residue is washed with more methylene chloride and dried. This is recrystallized from methanol/methylene chloride to give 2.5 g (90%) of w... Starting materials: CC(C)(C)[O-], Cc1ccccc1, Clc1cccnc1, c1cc(-c2noc(COC3CCNCC3)n2)ccn1, [Na+]. Product: c1cncc(N2CCC(OCc3nc(-c4ccncc4)no3)CC2)c1. As a reaction SMILES: [CH3:1][C:2]([CH3:3])([O-:4])[CH3:5].[CH3:33][c:34]1[cH:35][cH:36][cH:37][cH:38][cH:39]1.[Cl:7][c:8]1[cH:9][n:10][cH:11][cH:12][cH:13]1.[NH:14]1[CH2:15][CH2:16][CH:17]([O:20][CH2:21][c:22]2[n:23][c:24](-[c:27]3[cH:28][cH:29][n:30][cH:31][cH:32]3)[n:25][o:26]2)[CH2:18][CH2:19]1.[Na+:6]>>[c:8]1([N:14]2[CH2:15][CH2:16][CH:17]([O:20][CH2:21][c:22]3[n:23][c:24](-[c:27]4[cH:28][cH:29][n:30][cH:31][cH:32]4)[n:25][o:26]3)[CH2:18][CH2:19]2)[cH:9][n:10][cH:11][cH:12][cH:13]1. Reactants: ClC=1C(=NC=NC1Cl)N (5,6-dichloropyrimidin-4-amine), NC=1C=C(C=CC1)O (3-aminophenol), CC=1C=C(CN2N=CC(=C2)B2OC(C(O2)(C)C)(C)C)C=CC1 (1-(3-methylbenzyl)-4-(4,4,5,5-tetramethyl-1,3,2-dioxaborolan-2-yl)-1H-pyrazole), C(C=C)(=O)Cl (acryloyl chloride). The product is NC1=C(C(=NC=N1)OC=1C=C(C=CC1)NC(C=C)=O)C=1C=NN(C1)CC1=CC(=CC=C1)C (N-(3-((6-amino-5-(1-(3-methylbenzyl)-1H-pyrazol-4-yl)pyrimidin-4-yl)oxy)phenyl)acrylamide). RXN SMILES: Cl[C:2]1[C:3]([NH2:9])=[N:4][CH:5]=[N:6][C:7]=1Cl.[NH2:10][C:11]1[CH:12]=[C:13]([OH:17])[CH:14]=[CH:15][CH:16]=1.[CH3:18][C:19]1[CH:20]=[C:21]([CH:37]=[CH:38][CH:39]=1)[CH2:22][N:23]1[CH:27]=[C:26](B2OC(C)(C)C(C)(C)O2)[CH:25]=[N:24]1.[C:40](Cl)(=[O:43])[CH:41]=[CH2:42]>>[NH2:9][C:3]1[N:4]=[CH:5][N:6]=[C:7]([O:17][C:13]2[CH:12]=[C:11]([NH:10][C:40](=[O:43])[CH:41]=[CH2:42])[CH:16]=[CH:15][CH:14]=2)[C:2]=1[C:26]1[CH:25]=[N:24][N:23]([CH2:22][C:21]2[CH:37]=[CH:38][CH:39]=[C:19]([CH3:18])[CH:20]=2)[CH:27]=1. Procedure: N-(3-((6-amino-5-(1-(3-methylbenzyl)-1H-pyrazol-4-yl)pyrimidin-4-yl)oxy)phenyl)acrylamide was prepared from 5,6-dichloropyrimidin-4-amine, 3-aminophenol, 1-(3-methylbenzyl)-4-(4,4,5,5-tetramethyl-1,3,2-dioxaborolan-2-yl)-1H-pyrazole, and acryloyl chloride using methods A, C, and F. HPLC: 100%. MS: m/z=427 [M+H]+. 1H-NMR (DMSO-d6) δ 10.21 (s, 1H), 8.12 (s, 1H), 8.02 (s, 1H), 7.72 (s, 1H), 7.51 (s, 1H), 7.40 (d, 1H), 7.31 (t, 1H), 7.22 (t, 1H), 7.11 (m, 3H), 6.82-6.63 (m, 2.7H), 6.42 (dd, 1H), 6.2...